From a dataset of the Open Reaction Database (ORD), a public repository of structured organic reaction records. describe an organic reaction: reactants, conditions, products, and yield Reactants: N1N=CC=C1 (pyrazole), S(O)(O)(=O)=O (sulfuric acid), C(C)(C)(C)O (tert-butanol). Run at temperature 195 celsius. The product is C(C)(C)(C)N1N=CC=C1 (N-tert-butylpyrazole). Isolated yield 72.8%. Reaction SMILES: [NH:1]1[CH:5]=[CH:4][CH:3]=[N:2]1.S(=O)(=O)(O)O.[C:11](O)([CH3:14])([CH3:13])[CH3:12]>>[C:11]([N:1]1[CH:5]=[CH:4][CH:3]=[N:2]1)([CH3:14])([CH3:13])[CH3:12]. Reported procedure: As in Example 2, the column was charged with 30 g of glass rings of diameter 3 mm, 16.4 g (0.24 mol) of pyrazole and 1.02 g (0.01 mol) of 96% by weight sulfuric acid, heated to 195° C. and reacted over the course of 7 hours with 703 g (9.5 mol) of tert-butanol vaporized at 180° C. 21.7 g of N-tert-butylpyrazole were obtained, boiling point 103° C., with a content of 99.4% (GC), which corresponds to a yield of 72.5%. Starting materials: [Li]CCCC, COc1cc(C)c(C(O)c2c(C(F)(F)F)cc(Cl)nc2Cl)c(OC)c1OC, CC=O, CC(C)NC(C)C, C1CCOC1, O. The product is COc1cc(C)c(C(O)c2c(Cl)nc(Cl)c(C(C)O)c2C(F)(F)F)c(OC)c1OC. Reaction SMILES: [CH2:1]([Li:2])[CH2:3][CH2:4][CH3:5].[CH3:13][O:14][c:15]1[c:16]([CH:26]([OH:27])[c:28]2[c:29]([Cl:39])[n:30][c:31]([Cl:38])[cH:32][c:33]2[C:34]([F:35])([F:36])[F:37])[c:17]([CH3:25])[cH:18][c:19]([O:23][CH3:24])[c:20]1[O:21][CH3:22].[CH:40]([CH3:41])=[O:42].[CH:6]([NH:7][CH:8]([CH3:9])[CH3:10])([CH3:11])[CH3:12].[O:44]1[CH2:45][CH2:46][CH2:47][CH2:48]1.[OH2:43]>>[CH3:13][O:14][c:15]1[c:16]([CH:26]([OH:27])[c:28]2[c:29]([Cl:39])[n:30][c:31]([Cl:38])[c:32]([CH:40]([CH3:41])[OH:42])[c:33]2[C:34]([F:35])([F:36])[F:37])[c:17]([CH3:25])[cH:18][c:19]([O:23][CH3:24])[c:20]1[O:21][CH3:22]. The solvent is C(C)O (ethanol). Yield: 34.0%. Reported procedure: 4-(4-Chlorophenyl)-3-butene-2-one (2.83 g), 1.3-cyclohexanedione (1.81 g), and ammonium acetate (2.60 g) were combined in ethanol (125 mL) and heated at reflux for 5.5 h. The solvent was evaporated, and the residue was taken up in water and extracted with ethyl acetate. The combined organic extracts were washed (water, brine), dried, and evaporated to yield a residue which was chromatographed, eluting with hexane:ethyl acetate (1:1) to yield the title compound as a pale yellow solid (1.46 g); mp... Reaction SMILES: [Cl:1][C:2]1[CH:7]=[CH:6][C:5]([CH:8]=[CH:9][C:10](=O)[CH3:11])=[CH:4][CH:3]=1.[C:13]1(=[O:20])[CH2:18][CH2:17][CH2:16][C:15](=O)[CH2:14]1.C([O-])(=O)C.[NH4+:25]>C(O)C>[Cl:1][C:2]1[CH:7]=[CH:6][C:5]([CH:8]2[C:14]3[C:13](=[O:20])[CH2:18][CH2:17][CH2:16][C:15]=3[NH:25][C:10]([CH3:11])=[CH:9]2)=[CH:4][CH:3]=1 |f:2.3|. Yields the product ClC1=CC=C(C=C1)C1C=C(NC=2CCCC(C12)=O)C (4-(4-Chlorophenyl)-2-methyl-4,6,7,8-tetrahydro-5(1H)-quinolone). Reactants: ClC1=CC=C(C=C1)C=CC(C)=O (4-(4-Chlorophenyl)-3-butene-2-one), C1(CC(CCC1)=O)=O (1.3-cyclohexanedione), C(C)(=O)[O-].[NH4+] (ammonium acetate). Starting materials: FC1=C(COC=2N=CN(C(C2)=O)C=2C=C(C(=O)OC)C=CC2C)C=CC(=C1)F (methyl 3-[4-[(2,4-difluorobenzyl)oxy]-6-oxopyrimidin-1(6H)-yl]-4-methylbenzoate), ClC(C(=O)O)Cl (dichloroacetic acid), IN1C(CCC1=O)=O (N-iodosuccinimide). The solvent is C(C)#N (acetonitrile). Reaction conditions: time 3.5 hour. The product is FC1=C(COC=2N=CN(C(C2I)=O)C=2C=C(C(=O)OC)C=CC2C)C=CC(=C1)F (methyl 3-[4-[(2,4-difluorobenzyl)oxy]-5-iodo-6-oxopyrimidin-1(6H)-yl]-4-methylbenzoate). Reaction SMILES: [F:1][C:2]1[CH:27]=[C:26]([F:28])[CH:25]=[CH:24][C:3]=1[CH2:4][O:5][C:6]1[N:7]=[CH:8][N:9]([C:13]2[CH:14]=[C:15]([CH:20]=[CH:21][C:22]=2[CH3:23])[C:16]([O:18][CH3:19])=[O:17])[C:10](=[O:12])[CH:11]=1.ClC(Cl)C(O)=O.[I:35]N1C(=O)CCC1=O>C(#N)C>[F:1][C:2]1[CH:27]=[C:26]([F:28])[CH:25]=[CH:24][C:3]=1[CH2:4][O:5][C:6]1[N:7]=[CH:8][N:9]([C:13]2[CH:14]=[C:15]([CH:20]=[CH:21][C:22]=2[CH3:23])[C:16]([O:18][CH3:19])=[O:17])[C:10](=[O:12])[C:11]=1[I:35]. Procedure details: To a suspension of methyl 3-[4-[(2,4-difluorobenzyl)oxy]-6-oxopyrimidin-1(6H)-yl]-4-methylbenzoate (2.53 g, 6.55 mmol) and dichloroacetic acid (0.27 mL, 3.27 mmol) in acetonitrile (20 mL) was added N-iodosuccinimide (1.62 g, 7.20 mmol). Stirred at ambient temperature for 3.5 h. Cooled reaction mixture (0° C.), filtered solid, washed with cold acetonitrile, and dried in vacuo overnight. Obtained product as white solid (2.72 g, 81%). 1H NMR (CD3OD/400 MHz) δ8.24 (s, 1H), 8.07 (m, 1H), 7.93 (s, 1H)... Starting materials: C1(CC1)C(=O)NC1=C(C=C(C(=C1)OC)OC)C(C)=O (N-cyclopropylcarbonyl-2-acetyl-4,5-dimethoxyaniline), CC(C)([O-])C.[K+] (potassium t-butoxide). Run in C(C)(C)(C)O (t-butanol). The product is C1(CC1)C=1NC2=CC(=C(C=C2C(C1)=O)OC)OC (2-cyclopropyl-6,7dimethoxy-4(1H)-quinolone). Isolated yield 62.3%. As a reaction SMILES: [CH:1]1([C:4]([NH:6][C:7]2[CH:12]=[C:11]([O:13][CH3:14])[C:10]([O:15][CH3:16])=[CH:9][C:8]=2[C:17](=[O:19])[CH3:18])=O)[CH2:3][CH2:2]1.CC(C)([O-])C.[K+]>C(O)(C)(C)C>[CH:1]1([C:4]2[NH:6][C:7]3[C:8]([C:17](=[O:19])[CH:18]=2)=[CH:9][C:10]([O:15][CH3:16])=[C:11]([O:13][CH3:14])[CH:12]=3)[CH2:3][CH2:2]1 |f:1.2|. Reported procedure: 2-Acetyl-4,5-dimethoxyaniline (2.0 g) was dissolved in tetrahydrofuran (50 ml), and to the mixture were added triethylamine (2.2 g) and dimethylaminopyridine (400 mg), and then a solution of cyclopropylcarbonyl chloride (1.7 g) in tetrahydrofuran (5 ml). The mixture was stirred at room temperature for 3 hours. After the addition of a 10% aqueous solution of potassium hydroxide, the mixture was stirred and extraction was conducted with chloroform. The extract was washed with saturated saline and ...